Dataset: the Open Reaction Database (ORD), a public repository of structured organic reaction records. Task: describe an organic reaction: reactants, conditions, products, and yield The reactants are N=1CCN2C=3N(C=4C=CC=CC4C21)C=NC3C(=O)OCC (ethyl 2,3-dihydrodiimidazo[1,5-a:1',2'-c]quinazoline-5-carboxylate), C1(CC1)C(N)=NO (cyclopropancarboxamide oxime), [OH-].[Na+] (sodium hydroxide), [H-].[Na+] (sodium hydride), oil, [H-].[Na+] (NaH). Solvent: ClCCl (dichloromethane), O (water), C(C)O (ethanol), CN(C)C=O (DMF). Product: C1(CC1)C1=NOC(=N1)C=1N=CN2C1N1C(C=3C=CC=CC23)=NCC1 (5-(3-Cyclopropyl-1,2,4-oxadiazol-5-yl)-2,3-dihydrodiimidazo[1,5-a:1',2'-c]quinazoline), Compound 2. RXN SMILES: [N:1]1[CH2:2][CH2:3][N:4]2[C:13]=1[C:12]1[CH:11]=[CH:10][CH:9]=[CH:8][C:7]=1[N:6]1[CH:14]=[N:15][C:16]([C:17](OCC)=[O:18])=[C:5]21.[CH:22]1([C:25](=[N:27]O)[NH2:26])[CH2:24][CH2:23]1.[H-].[Na+].[OH-].[Na+]>CN(C=O)C.O.C(O)C.ClCCl>[CH:22]1([C:25]2[N:27]=[C:17]([C:16]3[N:15]=[CH:14][N:6]4[C:7]5[CH:8]=[CH:9][CH:10]=[CH:11][C:12]=5[C:13]5=[N:1][CH2:2][CH2:3][N:4]5[C:5]=34)[O:18][N:26]=2)[CH2:24][CH2:23]1 |f:2.3,4.5|. Reported procedure: A mixture of ethyl 2,3-dihydrodiimidazo[1,5-a:1',2'-c]quinazoline-5-carboxylate (1.0 g, 3.5 mmol), cyclopropancarboxamide oxime (1.0 g, 10 mmol), crushed 4 Å molecular sieves (1 g), and sodium hydride (approx. 10 mg of a 55% oil dispersion) in dry DMF was stirred at room temperature for one week. Additional catalytic amounts of NaH were added regularly during the reaction (4×10 mg). Then dichloromethane (50 ml) was added, and the insoluble material was removed by filtration through celite. The f... Starting materials: COC(CC(C)=O)=O (3-oxo-butyric acid methyl ester), R3—(CH2)m—NH2, FC(CCN)(F)F (3,3,3-trifluoro-N-propylamine), BrCC(=O)C1=C(C=CC(=C1)F)OC (2-bromo-1-(5-fluoro-2-methoxy-phenyl)-ethanone), C1(CC1)CN (cyclopropanemethylamine). Product: FC(CCNC(=O)C1=C(N(C(=C1)C1=C(C=CC(=C1)F)OC)CC1CC1)C)(F)F (Cyclopropylmethyl-5-(5-fluoro-2-methoxy-phenyl)-2-methyl-1H-pyrrole-3-carboxylic acid (3,3,3-trifluoro-propyl)-amide). RXN SMILES: C[O:2][C:3](=O)[CH2:4][C:5](=O)[CH3:6].Br[CH2:10][C:11]([C:13]1[CH:18]=[C:17]([F:19])[CH:16]=[CH:15][C:14]=1[O:20][CH3:21])=O.[CH:22]1([CH2:25][NH2:26])[CH2:24][CH2:23]1.[F:27][C:28]([F:33])([F:32])[CH2:29][CH2:30][NH2:31]>>[F:27][C:28]([F:33])([F:32])[CH2:29][CH2:30][NH:31][C:3]([C:4]1[CH:10]=[C:11]([C:13]2[CH:18]=[C:17]([F:19])[CH:16]=[CH:15][C:14]=2[O:20][CH3:21])[N:26]([CH2:25][CH:22]2[CH2:24][CH2:23]2)[C:5]=1[CH3:6])=[O:2]. Procedure: The title compound was synthesized in analogy to Example 68, using 3-oxo-butyric acid methyl ester as compound of formula R, 2-bromo-1-(5-fluoro-2-methoxy-phenyl)-ethanone as compound of formula S, cyclopropanemethylamine as R3—(CH2)m—NH2 and 3,3,3-trifluoro-N-propylamine as R1R2NH, MS (ISP) 399.4 (M+H)+. The reactants are Fc1cnc(Br)cc1C(F)(F)F, [C-]#N, [C-]#N, CN(C)C=O, O, [Zn+2]. Yields the product N#Cc1cc(C(F)(F)F)c(F)cn1. RXN SMILES: [Br:6][c:7]1[n:8][cH:9][c:10]([F:17])[c:11]([C:13]([F:14])([F:15])[F:16])[cH:12]1.[C-:18]#[N:19].[C-:21]#[N:22].[CH3:1][N:2]([CH3:3])[CH:4]=[O:5].[OH2:23].[Zn+2:20]>>[C:1](#[N:2])[c:7]1[n:8][cH:9][c:10]([F:17])[c:11]([C:13]([F:14])([F:15])[F:16])[cH:12]1. Reaction SMILES: [CH2:1]([CH3:2])[O:3][C:4]([CH2:5][CH2:6][CH2:7][CH2:8][CH2:9][CH2:10][N:11]([S:12](=[O:13])(=[O:14])[CH3:15])[CH2:16][CH2:17][O:18][c:19]1[cH:20][c:21]([Cl:26])[cH:22][c:23]([Cl:25])[cH:24]1)=[O:27].[Na+:29].[OH-:28]>>[O:3]=[C:4]([CH2:5][CH2:6][CH2:7][CH2:8][CH2:9][CH2:10][N:11]([S:12](=[O:13])(=[O:14])[CH3:15])[CH2:16][CH2:17][O:18][c:19]1[cH:20][c:21]([Cl:26])[cH:22][c:23]([Cl:25])[cH:24]1)[OH:27]. Reactants: CCOC(=O)CCCCCCN(CCOc1cc(Cl)cc(Cl)c1)S(C)(=O)=O, [Na+], [OH-]. Product: CS(=O)(=O)N(CCCCCCC(=O)O)CCOc1cc(Cl)cc(Cl)c1. Reactants: c1ccc(CN2CCNCC2)cc1, CC(C)NC(C)C, Clc1cc(N2CCC3(CC2)OCCO3)nc(Cl)n1, C1CCOC1. Yields the product Clc1cc(N2CCC3(CC2)OCCO3)nc(N2CCN(Cc3ccccc3)CC2)n1. RXN SMILES: [CH2:1]([c:2]1[cH:3][cH:4][cH:5][cH:6][cH:7]1)[N:8]1[CH2:9][CH2:10][NH:11][CH2:12][CH2:13]1.[CH:32]([NH:33][CH:34]([CH3:35])[CH3:36])([CH3:37])[CH3:38].[Cl:14][c:15]1[n:16][c:17]([Cl:31])[cH:18][c:19]([N:21]2[CH2:22][CH2:23][C:24]3([O:25][CH2:26][CH2:27][O:28]3)[CH2:29][CH2:30]2)[n:20]1.[O:39]1[CH2:40][CH2:41][CH2:42][CH2:43]1>>[CH2:1]([c:2]1[cH:3][cH:4][cH:5][cH:6][cH:7]1)[N:8]1[CH2:9][CH2:10][N:11]([c:15]2[n:16][c:17]([Cl:31])[cH:18][c:19]([N:21]3[CH2:22][CH2:23][C:24]4([O:25][CH2:26][CH2:27][O:28]4)[CH2:29][CH2:30]3)[n:20]2)[CH2:12][CH2:13]1. Starting materials: COC1=CC=C(CCl)C=C1 (4-methoxybenzyl chloride), C([C@@H](O)C1=CC=CC=C1)(=O)OC (Methyl (S)-(+)-mandelate), C(=O)=O (carbon dioxide), C([O-])([O-])=O.[Cs+].[Cs+] (cesium carbonate). The solvent is CN(C=O)C (N,N-dimethylforamide). Yields the product C(C1=CC=CC=C1)OC(O)=O.C(C(O)C1=CC=CC=C1)(=O)OC (methyl mandelate benzyl carbonate). Yield: 190.7%. As a reaction SMILES: [C:1]([O:11][CH3:12])(=[O:10])[C@H:2]([C:4]1[CH:9]=[CH:8][CH:7]=[CH:6][CH:5]=1)[OH:3].[C:13](=O)([O-:15])[O-:14].[Cs+].[Cs+].C(=O)=O.COC1C=CC(CCl)=CC=1>CN(C)C=O>[CH2:2]([O:3][C:13](=[O:14])[OH:15])[C:4]1[CH:5]=[CH:6][CH:7]=[CH:8][CH:9]=1.[C:1]([O:11][CH3:12])(=[O:10])[CH:2]([C:4]1[CH:9]=[CH:8][CH:7]=[CH:6][CH:5]=1)[OH:3] |f:1.2.3,7.8|. Procedure: Methyl (S)-(+)-mandelate (332 mg, 2 mmol) is dissolved in anhydrous N,N-dimethylforamide (8 mL), and powdered cesium carbonate (1.95 g, 6 mmol, 3 eq) is added. The suspension is then stirred at room temperature while passing carbon dioxide gas for 1 hour before 4-methoxybenzyl chloride (0.81 mL, 6 mmol, 3 eq) is added to the solution. Carbon dioxide gas is continuously bubbled through the solution for another 2˜3 hours until the starting material is consumed. The reaction is quenched with water ... The reactants are C1(CC1)NC(=O)C=1C(C2=C(N(N1)C1=CC(=CC=C1)C#CC=1C=NC=CC1)N=CC=C2)=O (N-cyclopropyl-4-oxo-1-[3-(pyridin-3-ylethynyl)phenyl]-1,4-dihydropyridino[2,3-c]pyridazine-3-formamide), OC=1C=NC=CC1 (3-hydroxypyridine), C(C)OC(=O)C1C(CCC1)=O (2-oxocyclopentylcarboxylic acid ethyl ester), C(=O)([O-])[O-].[Cs+].[Cs+] (Cs2CO3). The reagents and catalysts are [Cu]I (CuI). Solvent: CS(=O)C (DMSO). The product is C1(CC1)NC(=O)C=1C(C2=C(N(N1)C1=CC(=CC=C1)OC=1C=NC=CC1)N=CC=C2)=O (N-cyclopropyl-4-oxo-1-(3-(pyridin-3-yloxy) phenyl)-1,4-dihydropyridino[2,3-c]pyridazine-3-carboxamide). RXN SMILES: [CH:1]1([NH:4][C:5]([C:7]2[C:8](=[O:31])[C:9]3[CH:30]=[CH:29][CH:28]=[N:27][C:10]=3[N:11]([C:13]3[CH:18]=[CH:17][CH:16]=[C:15](C#CC4C=NC=CC=4)[CH:14]=3)[N:12]=2)=[O:6])[CH2:3][CH2:2]1.[OH:32][C:33]1[CH:34]=[N:35][CH:36]=[CH:37][CH:38]=1.C(OC(C1CCCC1=O)=O)C.C([O-])([O-])=O.[Cs+].[Cs+]>CS(C)=O.[Cu]I>[CH:1]1([NH:4][C:5]([C:7]2[C:8](=[O:31])[C:9]3[CH:30]=[CH:29][CH:28]=[N:27][C:10]=3[N:11]([C:13]3[CH:18]=[CH:17][CH:16]=[C:15]([O:32][C:33]4[CH:34]=[N:35][CH:36]=[CH:37][CH:38]=4)[CH:14]=3)[N:12]=2)=[O:6])[CH2:2][CH2:3]1 |f:3.4.5|. Reported procedure: To N-cyclopropyl-4-oxo-1-[3-(pyridin-3-ylethynyl)phenyl]-1,4-dihydropyridino[2,3-c]pyridazine-3-formamide in 50 mL of DMSO was added in sequence 3-hydroxypyridine (0.48 g, 5 mmol), 2-oxocyclopentylcarboxylic acid ethyl ester (0.3 g, 2 mmol), CuI (0.4 g, 2 mmol), Cs2CO3 (2.6 g, 8 mmol), reacted in microwave reactor at 120° C. for 6 h. After reaction was complete, extraction was performed with H2O/DCM, and organic phase was separated to obtain product 26 mg.